From a dataset of the Open Reaction Database (ORD), a public repository of structured organic reaction records. describe an organic reaction: reactants, conditions, products, and yield The reactants are C(C)OC(=O)C1(CC2=CC=CC=C2C1)NC(=O)C=1C(=NC=CC1)N1CCCCC1 (2-[(3,4,5,6-Tetrahydro-2H-[1,2′]bipyridinyl-3′-carbonyl)-amino]-indan-2-carboxylic acid ethyl ester), O1CCOCC1 (1,4-dioxane), CO (MeOH), LiOH monohydrate, EtOAc heptanes. Run in O (water). Isolated yield 97.7%. Conditions: time 62 hour. Procedure details: A 100 mL round bottom flask which contains 2-[(3,4,5,6-Tetrahydro-2H-[1,2′]bipyridinyl-3′-carbonyl)-amino]-indan-2-carboxylic acid ethyl ester (343, 330 mg, 0.84 mmol) is charged with 1,4-dioxane (4 mL) and MeOH (4 mL). A stirring bar is added and stirring is initiated. After dissolution, water (1.5 mL) is added followed by the LiOH monohydrate (89 mg, 2.12 mmol). After 62 h, tlc analysis (silica, 50% EtOAc/heptanes) indicates that the starting material is completely consumed. Amberlyst highly a... Yields the product N1(CCCCC1)C1=NC=CC=C1C(=O)NC1(CC2=CC=CC=C2C1)C(=O)O (2-[(3,4,5,6-Tetrahydro-2H-[1,2′]bipyridinyl-3′-carbonyl)-amino]-indan-2-carboxylic acid). Reaction SMILES: C([O:3][C:4]([C:6]1([NH:15][C:16]([C:18]2[C:19]([N:24]3[CH2:29][CH2:28][CH2:27][CH2:26][CH2:25]3)=[N:20][CH:21]=[CH:22][CH:23]=2)=[O:17])[CH2:14][C:13]2[C:8](=[CH:9][CH:10]=[CH:11][CH:12]=2)[CH2:7]1)=[O:5])C.O1CCOCC1.CO>O>[N:24]1([C:19]2[C:18]([C:16]([NH:15][C:6]3([C:4]([OH:5])=[O:3])[CH2:14][C:13]4[C:8](=[CH:9][CH:10]=[CH:11][CH:12]=4)[CH2:7]3)=[O:17])=[CH:23][CH:22]=[CH:21][N:20]=2)[CH2:29][CH2:28][CH2:27][CH2:26][CH2:25]1. Reactants: N1C(C2(C3=CC=CC=C13)COC1=CC3=C(OCCO3)C=C12)=O (2,3-dihydrospiro[furo[2,3-g][1,4]benzodioxine-8,3′-indol]-2′(1′H)-one), BrCCCCC (1-bromopentane), N1C([C@]2(C3=CC=CC=C13)COC1=CC3=C(OCCO3)C=C12)=O ((S)-2,3-dihydrospiro[furo[2,3-g][1,4]benzodioxine-8,3′-indol]-2′(1′H)-one), BrCCCOC (1-bromo-3-methoxypropane). Yields the product COCCCN1C(C2(C3=CC=CC=C13)COC1=CC3=C(OCOC3)C=C12)=O (1′-(3-methoxypropyl)-2,3-dihydrospiro[furo[2,3-g][1,3]benzodioxine-8,3′-indol]-2′(1′H)-one). RXN SMILES: [NH:1]1[C:9]2[C:4](=[CH:5][CH:6]=[CH:7][CH:8]=2)[C:3]2([C:21]3[C:12](=[CH:13][C:14]4OCC[O:16][C:15]=4[CH:20]=3)[O:11][CH2:10]2)[C:2]1=[O:22].N1C2C(=CC=CC=2)[C@@:25]2(C3[C:34](=CC4OCCOC=4C=3)[O:33][CH2:32]2)[C:24]1=O.BrCC[CH2:48][O:49][CH3:50].BrCCCCC>>[CH3:34][O:33][CH2:32][CH2:25][CH2:24][N:1]1[C:9]2[C:4](=[CH:5][CH:6]=[CH:7][CH:8]=2)[C:3]2([C:21]3[C:12](=[CH:13][C:14]4[CH2:50][O:49][CH2:48][O:16][C:15]=4[CH:20]=3)[O:11][CH2:10]2)[C:2]1=[O:22]. Reported procedure: Following the procedure as described in EXAMPLE 7.3 and making non-critical variations using 2,3-dihydrospiro[furo[2,3-g][1,4]benzodioxine-8,3′-indol]-2′(1′H)-one to replace (S)-2,3-dihydrospiro[furo[2,3-g][1,4]benzodioxine-8,3′-indol]-2′(1′H)-one, and 1-bromo-3-methoxypropane to replace 1-bromopentane, 1′-(3-methoxypropyl)-2,3-dihydrospiro[furo[2,3-g][1,3]benzodioxine-8,3′-indol]-2′(1′H)-one was obtained (71%) as a colorless solid: 1H NMR (300 MHz, CDCl3) δ 7.30-6.93 (m, 4H), 6.46 (s, 1H), 6.18...